Dataset: the Open Reaction Database (ORD), a public repository of structured organic reaction records. Task: describe an organic reaction: reactants, conditions, products, and yield Starting materials: C(C1=CC=CC=C1)(C1=CC=CC=C1)OC(=O)CC(=O)NC=1N2C(C(C2SCC1C1=CN=C(S1)NC(CCCNC(=O)OC(C)(C)C)=S)SC1=CC(=C(C=C1)Cl)Cl)=O (2-benzhydryloxycarbonyl-3-[2-(2-t-butoxycarbonylamino-ethylthioacetamido)-thiazol-5-yl]-7-(3,4-dichlorophenylthio)-acetamido-8-oxo-5-thia-1-azabicyclo[4.2.0]oct-2-ene). Run in C(=O)O (formic acid). Product: NCCCC(=S)NC=1SC(=CN1)C1=C(N2C(C(C2SC1)SC1=CC(=C(C=C1)Cl)Cl)=O)NC(CC(=O)O)=O (3-[2-(2-aminoethylthioacetamido)-thiazol-5-yl]-2-carboxy-7-(3,4-dichlorophenylthio)-acetamido-8-oxo-5-thia-1-azabicyclo[4.2.0]oct-2-ene). Yield: 96.8%. As a reaction SMILES: C([O:14][C:15]([CH2:17][C:18]([NH:20][C:21]1[N:22]2[CH:25]([S:26][CH2:27][C:28]=1[C:29]1[S:33][C:32]([NH:34][C:35](=[S:47])[CH2:36][CH2:37][CH2:38][NH:39]C(OC(C)(C)C)=O)=[N:31][CH:30]=1)[CH:24]([S:48][C:49]1[CH:54]=[CH:53][C:52]([Cl:55])=[C:51]([Cl:56])[CH:50]=1)[C:23]2=[O:57])=[O:19])=[O:16])(C1C=CC=CC=1)C1C=CC=CC=1>C(O)=O>[NH2:39][CH2:38][CH2:37][CH2:36][C:35]([NH:34][C:32]1[S:33][C:29]([C:28]2[CH2:27][S:26][CH:25]3[N:22]([C:23](=[O:57])[CH:24]3[S:48][C:49]3[CH:54]=[CH:53][C:52]([Cl:55])=[C:51]([Cl:56])[CH:50]=3)[C:21]=2[NH:20][C:18](=[O:19])[CH2:17][C:15]([OH:16])=[O:14])=[CH:30][N:31]=1)=[S:47]. Procedure: A solution of 2-benzhydryloxycarbonyl-3-[2-(2-t-butoxycarbonylamino-ethylthioacetamido)-thiazol-5-yl]-7-(3,4-dichlorophenylthio)-acetamido-8-oxo-5-thia-1-azabicyclo[4.2.0]oct-2-ene (1.7 g) in formic acid (50 cc) is heated at 50° C. for 30 minutes and then concentrated to dryness under reduced pressure (2 mm Hg; 0.27 kPa) at 40° C. The oil which remains is taken up in acetone (20 cc), which is concentrated to dryness under reduced pressure (40 mm Hg; 5.3 kPa) at 50° C.; this operation is repeated... Starting materials: ClC=1C=C(C=NC1OC(C)C)C1=NC(=NO1)C=1C=C2C=NN(C2=CC1)CC(C(=O)OCC)(C)C (ethyl 3-[5-(5-{5-chloro-6-[(1-methylethyl)oxy]-3-pyridinyl}-1,2,4-oxadiazol-3-yl)-1H-indazol-1-yl]-2,2-dimethylpropanoate), [OH-].[Na+] (sodium hydroxide), C(C)(=O)O (acetic acid). Solvent: O (water), C(C)O (Ethanol). Conditions: temperature 80 celsius, time 4 hour. The product is ClC=1C=C(C=NC1OC(C)C)C1=NC(=NO1)C=1C=C2C=NN(C2=CC1)CC(C(=O)O)(C)C (3-[5-(5-{5-Chloro-6-[(1-methylethyl)oxy]-3-pyridinyl}-1,2,4-oxadiazol-3-yl)-1H-indazol-1-yl]-2,2-dimethylpropanoic acid). Yield: 3.1%. As a reaction SMILES: [Cl:1][C:2]1[CH:3]=[C:4]([C:12]2[O:16][N:15]=[C:14]([C:17]3[CH:18]=[C:19]4[C:23](=[CH:24][CH:25]=3)[N:22]([CH2:26][C:27]([CH3:34])([CH3:33])[C:28]([O:30]CC)=[O:29])[N:21]=[CH:20]4)[N:13]=2)[CH:5]=[N:6][C:7]=1[O:8][CH:9]([CH3:11])[CH3:10].[OH-].[Na+].C(O)(=O)C>C(O)C.O>[Cl:1][C:2]1[CH:3]=[C:4]([C:12]2[O:16][N:15]=[C:14]([C:17]3[CH:18]=[C:19]4[C:23](=[CH:24][CH:25]=3)[N:22]([CH2:26][C:27]([CH3:34])([CH3:33])[C:28]([OH:30])=[O:29])[N:21]=[CH:20]4)[N:13]=2)[CH:5]=[N:6][C:7]=1[O:8][CH:9]([CH3:10])[CH3:11] |f:1.2|. Procedure: A solution of ethyl 3-[5-(5-{5-chloro-6-[(1-methylethyl)oxy]-3-pyridinyl}-1,2,4-oxadiazol-3-yl)-1H-indazol-1-yl]-2,2-dimethylpropanoate (D111) (100 mg, 0.21 mmol) in Ethanol (2 ml) was treated with a 2M sodium hydroxide aqueous solution (1 ml) and heated at 80° C. with stirring for 4 hours. The reaction mixture was cooled to room temperature and diluted with water (5 ml). The aqueous solution was acidified with glacial acetic acid, and extracted with EtOAc (2×10 ml). The combined organic phases ... Starting materials: C(N)(=O)C=1C=C(C=C2CCN(C12)CCCO)C[C@@H](C)N(C(OC(C)(C)C)=O)CCOC1=C(C=CC=C1)OCC (tert-Butyl (R)-N-[2-[7-carbamoyl-1-(3-hydroxy-propyl)-2,3-dihydro-1H-indol-5-yl]-1-methylethyl]-N-[2-(2-ethoxyphenoxy)ethyl]carbamate), C(=O)[O-].[NH4+] (ammonium formate). The reagents and catalysts are [Pd] (palladium on carbon). Solvent: CO (methanol). Yields the product C(N)(=O)C=1C=C(C=C2C=CN(C12)CCCO)C[C@@H](C)N(C(OC(C)(C)C)=O)CCOC1=C(C=CC=C1)OCC (tert-butyl (R)-N-[2-[7-carbamoyl-1-(3-hydroxypropyl)-1H-indol-5-yl]-1-methylethyl]-N-[2-(2-ethoxyphenoxy)ethyl]-carbamate). The yield is 92.6%. Reaction SMILES: [C:1]([C:4]1[CH:5]=[C:6]([CH2:17][C@H:18]([N:20]([CH2:28][CH2:29][O:30][C:31]2[CH:36]=[CH:35][CH:34]=[CH:33][C:32]=2[O:37][CH2:38][CH3:39])[C:21](=[O:27])[O:22][C:23]([CH3:26])([CH3:25])[CH3:24])[CH3:19])[CH:7]=[C:8]2[C:12]=1[N:11]([CH2:13][CH2:14][CH2:15][OH:16])[CH2:10][CH2:9]2)(=[O:3])[NH2:2].C([O-])=O.[NH4+]>CO.[Pd]>[C:1]([C:4]1[CH:5]=[C:6]([CH2:17][C@H:18]([N:20]([CH2:28][CH2:29][O:30][C:31]2[CH:36]=[CH:35][CH:34]=[CH:33][C:32]=2[O:37][CH2:38][CH3:39])[C:21](=[O:27])[O:22][C:23]([CH3:26])([CH3:24])[CH3:25])[CH3:19])[CH:7]=[C:8]2[C:12]=1[N:11]([CH2:13][CH2:14][CH2:15][OH:16])[CH:10]=[CH:9]2)(=[O:3])[NH2:2] |f:1.2|. Procedure: tert-Butyl (R)-N-[2-[7-carbamoyl-1-(3-hydroxy-propyl)-2,3-dihydro-1H-indol-5-yl]-1-methylethyl]-N-[2-(2-ethoxyphenoxy)ethyl]carbamate (4.93 g) was dissolved in methanol (150 ml), and 10% palladium on carbon (490 mg) and ammonium formate (2.96 g) were added to the solution. After the mixture was heated under reflux for 36 hours and cooled, the insoluble material was filtered off. The solvent was removed in vacuo, and the residue was dissolved in methanol (150 ml). 10% Palladium on carbon (490 mg)... The product is N#Cc1c(F)cccc1OCC1CCC(Oc2c(F)cccc2F)CC1. As a reaction SMILES: [CH3:28][C:29]([CH3:30])([O-:31])[CH3:32].[CH3:34][N:35]([CH3:36])[CH:37]=[O:38].[F:18][c:19]1[c:20]([C:21]#[N:22])[c:23]([F:27])[cH:24][cH:25][cH:26]1.[F:1][c:2]1[c:3]([O:4][CH:5]2[CH2:6][CH2:7][CH:8]([CH2:11][OH:12])[CH2:9][CH2:10]2)[c:13]([F:17])[cH:14][cH:15][cH:16]1.[K+:33]>>[F:1][c:2]1[c:3]([O:4][CH:5]2[CH2:6][CH2:7][CH:8]([CH2:11][O:12][c:23]3[c:20]([C:21]#[N:22])[c:19]([F:18])[cH:26][cH:25][cH:24]3)[CH2:9][CH2:10]2)[c:13]([F:17])[cH:14][cH:15][cH:16]1. The reactants are CC(C)(C)[O-], CN(C)C=O, N#Cc1c(F)cccc1F, OCC1CCC(Oc2c(F)cccc2F)CC1, [K+]. The reactants are ClCCl, CC(C)(C)OC(=O)NC1CCN(S(=O)(=O)C(F)(F)F)CC1, O=C(O)C(F)(F)F, N, O. The product is NC1CCN(S(=O)(=O)C(F)(F)F)CC1, O=C(O)C(F)(F)F. As a reaction SMILES: [Cl:29][CH2:30][Cl:31].[F:1][C:2]([S:3](=[O:4])(=[O:5])[N:6]1[CH2:7][CH2:8][CH:9]([NH:12][C:13](=[O:14])[O:15][C:16]([CH3:17])([CH3:18])[CH3:19])[CH2:10][CH2:11]1)([F:20])[F:21].[F:22][C:23]([C:24](=[O:25])[OH:26])([F:27])[F:28].[NH3:33].[OH2:32]>>[F:1][C:2]([S:3](=[O:4])(=[O:5])[N:6]1[CH2:7][CH2:8][CH:9]([NH2:12])[CH2:10][CH2:11]1)([F:20])[F:21].[F:22][C:23]([C:24](=[O:25])[OH:26])([F:27])[F:28]. Starting materials: [F-].C(CCC)[N+](CCCC)(CCCC)CCCC (tetrabutylammonium fluoride), CC(C)(C)[Si](OCC1=C(N=NN1C)COC1=NN2C(C3=CC=CC=C13)=NN=C2C2=NOC(=C2)C)(C2=CC=CC=C2)C2=CC=CC=C2 (6-({[5-({[(1,1-dimethylethyl)(diphenyl)silyl]oxy}methyl)-1-methyl-1H-[1,2,3]triazol-4-yl]methyl}oxy)-3-(5-methylisoxazol-3-yl)-[1,2,4]triazolo[3,4-α]phthalazine), O (H2O). Run in C1CCOC1 (THF), C1CCOC1 (THF), CO (MeOH). Conditions: time 8 hour. Yields the product CN1N=NC(=C1CO)COC1=NN2C(C3=CC=CC=C13)=NN=C2C2=NOC(=C2)C ([1-Methyl-4-({[3-(5-methylisoxazol-3-yl)[1,2,4]triazolo[3,4-α]phthalazine-6-yl]oxy}methyl)-1H-[1,2,3]triazol-5-yl]methanol). Isolated yield 51.9%. As a reaction SMILES: [F-].C([N+](CCCC)(CCCC)CCCC)CCC.CC([Si](C1C=CC=CC=1)(C1C=CC=CC=1)[O:24][CH2:25][C:26]1[N:30]([CH3:31])[N:29]=[N:28][C:27]=1[CH2:32][O:33][C:34]1[C:43]2[C:38](=[CH:39][CH:40]=[CH:41][CH:42]=2)[C:37]2=[N:44][N:45]=[C:46]([C:47]3[CH:51]=[C:50]([CH3:52])[O:49][N:48]=3)[N:36]2[N:35]=1)(C)C.O>C1COCC1.CO>[CH3:31][N:30]1[C:26]([CH2:25][OH:24])=[C:27]([CH2:32][O:33][C:34]2[C:43]3[C:38](=[CH:39][CH:40]=[CH:41][CH:42]=3)[C:37]3=[N:44][N:45]=[C:46]([C:47]4[CH:51]=[C:50]([CH3:52])[O:49][N:48]=4)[N:36]3[N:35]=2)[N:28]=[N:29]1 |f:0.1|. Procedure details: A solution of tetrabutylammonium fluoride (3.3 mmol) in THF (1.0 M, 3.3 ml) was added to a stirred solution of 6-({[5-({[(1,1-dimethylethyl)(diphenyl)silyl]oxy}methyl)-1-methyl-1H-[1,2,3]triazol-4-yl]methyl}oxy)-3-(5-methylisoxazol-3-yl)-[1,2,4]triazolo[3,4-α]phthalazine (1.90 g, 3.3 mmol) in THF (50 ml) and MeOH (10 ml) at room temperature under N2 and the reaction mixture was stirred overnight. H2O (10 ml) was added and then the mixture was concentrated under reduced pressure to remove the org...